Dataset: the Open Reaction Database (ORD), a public repository of structured organic reaction records. Task: describe an organic reaction: reactants, conditions, products, and yield The reactants are COC(C1=C(C=CC=C1)OC1=C(C(=CC=C1)OCCCOC1=C(C=C(C(=C1)OCC1=CC=CC=C1)C=1SC=CN1)CC)CCC)=O (2-{3-[3-(5-benzyloxy-2-ethyl-4-thiazol-2-yl-phenoxy)propoxy]-2-propylphenoxy}benzoic acid methyl ester), B(F)(F)F.CCOCC (boron trifluoride etherate). Solvent: O (water), C(C)S (ethanethiol). Yields the product C(C)C1=C(OCCCOC=2C(=C(OC3=C(C(=O)O)C=CC=C3)C=CC2)CCC)C=C(C(=C1)C=1SC=CN1)O (2-{3-[3-(2-Ethyl-5-hydroxy-4-thiazol-2-yl-phenoxy)propoxy]-2-propyl-phenoxy}benzoic acid). The yield is 45.4%. Reaction SMILES: C[O:2][C:3](=[O:46])[C:4]1[CH:9]=[CH:8][CH:7]=[CH:6][C:5]=1[O:10][C:11]1[CH:16]=[CH:15][CH:14]=[C:13]([O:17][CH2:18][CH2:19][CH2:20][O:21][C:22]2[CH:27]=[C:26]([O:28]CC3C=CC=CC=3)[C:25]([C:36]3[S:37][CH:38]=[CH:39][N:40]=3)=[CH:24][C:23]=2[CH2:41][CH3:42])[C:12]=1[CH2:43][CH2:44][CH3:45].B(F)(F)F.CCOCC>C(S)C.O>[CH2:41]([C:23]1[CH:24]=[C:25]([C:36]2[S:37][CH:38]=[CH:39][N:40]=2)[C:26]([OH:28])=[CH:27][C:22]=1[O:21][CH2:20][CH2:19][CH2:18][O:17][C:13]1[C:12]([CH2:43][CH2:44][CH3:45])=[C:11]([CH:16]=[CH:15][CH:14]=1)[O:10][C:5]1[CH:6]=[CH:7][CH:8]=[CH:9][C:4]=1[C:3]([OH:46])=[O:2])[CH3:42] |f:1.2|. Procedure: A solution of 2-{3-[3-(5-benzyloxy-2-ethyl-4-thiazol-2-yl-phenoxy)propoxy]-2-propylphenoxy}benzoic acid methyl ester (282 mg, 0.442 mmol) in ethanethiol (3 mL) was treated with boron trifluoride etherate (0.56 mL, 4.4 mmol) at room temperature for 3 h. The reaction mixture was diluted with water, concentrated in vacuo, and extracted with diethyl ether. The organic layer was dried (magnesium sulfate), filtered, and concentrated in vacuo. Chromatography (silica gel, ethyl acetate/hexane) provided ...